Dataset: the Open Reaction Database (ORD), a public repository of structured organic reaction records. Task: describe an organic reaction: reactants, conditions, products, and yield Reactants: C(C1=CC=CC=C1)OCC=1N(C(=C(N1)C(C)C)SC1=CC(=CC(=C1)Cl)Cl)CC=1C=NC2=CC=CC=C2C1 (2-benzyloxymethyl-5-(3,5-dichlorophenylthio)-4-isopropyl-1-(quinolin-3-ylmethyl)-1H-imidazole), C(O)([O-])=O.[Na+] (sodium hydrogen carbonate). The solvent is c-HCl. The product is OCC=1N(C(=C(N1)C(C)C)SC1=CC(=CC(=C1)Cl)Cl)CC=1C=NC2=CC=CC=C2C1 (2-hydroxymethyl-5-(3,5-dichlorophenylthio)-4-isopropyl-1-(quinolin-3-ylmethyl)-1H-imidazole). Isolated yield 80.2%. Reaction SMILES: C([O:8][CH2:9][C:10]1[N:11]([CH2:27][C:28]2[CH:29]=[N:30][C:31]3[C:36]([CH:37]=2)=[CH:35][CH:34]=[CH:33][CH:32]=3)[C:12]([S:18][C:19]2[CH:24]=[C:23]([Cl:25])[CH:22]=[C:21]([Cl:26])[CH:20]=2)=[C:13]([CH:15]([CH3:17])[CH3:16])[N:14]=1)C1C=CC=CC=1.C(=O)([O-])O.[Na+]>>[OH:8][CH2:9][C:10]1[N:11]([CH2:27][C:28]2[CH:29]=[N:30][C:31]3[C:36]([CH:37]=2)=[CH:35][CH:34]=[CH:33][CH:32]=3)[C:12]([S:18][C:19]2[CH:24]=[C:23]([Cl:25])[CH:22]=[C:21]([Cl:26])[CH:20]=2)=[C:13]([CH:15]([CH3:17])[CH3:16])[N:14]=1 |f:1.2|. Procedure details: In 10 ml of c-HCl was dissolved 730 mg (1.36 mmol)of 2-benzyloxymethyl-5-(3,5-dichlorophenylthio)-4-isopropyl-1-(quinolin-3-ylmethyl)-1H-imidazole (100b); the mixture was refluxed with heating for 1 hour, and worked up. To the reaction mixture, a saturated aqueous sodium hydrogen carbonate solution was added, extracted with methylene chloride, the extract was washed with water and dried, and the solvent was distilled off under reduced pressure. The residue was purified by silica gel column chrom... The product is CC1(COC(OC1)C(C)[C@H]1CC[C@H]2[C@@H]3C=CC4=CC([C@H]5[C@@H]([C@]4(C)[C@H]3CC[C@]12C)O5)=O)C (20-(5,5-dimethyl-1,3-dioxan-2-yl)-1α,2α-epoxypregna-4,6-dien-3-one). The solvent is CO (methanol), CO (methanol), O (water), O (water). Procedure: A 10 weight % solution of sodium hydroxide in methanol (1.16 ml) and 6.36 ml of a 30 weight % solution of hydrogen peroxide in water (containing 62.3 mmoles of hydrogen peroxide) were added to a solution of 4.66 g (11.3 mmoles) of 20-(5,5-dimethyl-1,3-dioxan-2-yl)pregna-1,4,6-trien-3-one in 150 ml of methanol and the mixture was stirred at room temperature for 16 hours. The reaction mixture thus obtained was diluted with water and after the methanol was partially distilled off under reduced pres... Starting materials: [OH-].[Na+] (sodium hydroxide), OO (hydrogen peroxide), CC1(COC(OC1)C(C)[C@H]1CC[C@H]2[C@@H]3C=CC4=CC(C=C[C@]4(C)[C@H]3CC[C@]12C)=O)C (20-(5,5-dimethyl-1,3-dioxan-2-yl)pregna-1,4,6-trien-3-one), C(C)(=O)OCC.CCCCCC (ethyl acetate hexane). Isolated yield 77.0%. As a reaction SMILES: [OH-].[Na+].OO.[CH3:5][C:6]1([CH3:34])[CH2:11][O:10][CH:9]([CH:12]([C@@H:14]2[C@:31]3([CH3:32])[C@H:17]([C@H:18]4[C@H:28]([CH2:29][CH2:30]3)[C@:26]3([CH3:27])[C:21](=[CH:22][C:23](=[O:33])[CH:24]=[CH:25]3)[CH:20]=[CH:19]4)[CH2:16][CH2:15]2)[CH3:13])[O:8][CH2:7]1.C(OCC)(=[O:37])C.CCCCCC>CO.O>[CH3:34][C:6]1([CH3:5])[CH2:7][O:8][CH:9]([CH:12]([C@@H:14]2[C@:31]3([CH3:32])[C@H:17]([C@H:18]4[C@H:28]([CH2:29][CH2:30]3)[C@:26]3([CH3:27])[C:21](=[CH:22][C:23](=[O:33])[C@@H:24]5[O:37][C@@H:25]53)[CH:20]=[CH:19]4)[CH2:16][CH2:15]2)[CH3:13])[O:10][CH2:11]1 |f:0.1,4.5|. Run at time 16 hour. Reactants: c1ccc(CNCc2cccnc2)cc1, O=C(Cl)c1ccccc1NS(=O)(=O)c1cccc2cccnc12. Product: O=C(c1ccccc1NS(=O)(=O)c1cccc2cccnc12)N(Cc1ccccc1)Cc1cccnc1. As a reaction SMILES: [CH2:1]([c:2]1[cH:3][cH:4][cH:5][cH:6][cH:7]1)[NH:8][CH2:9][c:10]1[cH:11][n:12][cH:13][cH:14][cH:15]1.[n:16]1[cH:17][cH:18][cH:19][c:20]2[cH:21][cH:22][cH:23][c:24]([S:26](=[O:27])(=[O:28])[NH:29][c:30]3[c:31]([C:32](=[O:33])[Cl:34])[cH:35][cH:36][cH:37][cH:38]3)[c:25]12>>[CH2:1]([c:2]1[cH:3][cH:4][cH:5][cH:6][cH:7]1)[N:8]([CH2:9][c:10]1[cH:11][n:12][cH:13][cH:14][cH:15]1)[C:32]([c:31]1[c:30]([NH:29][S:26]([c:24]2[cH:23][cH:22][cH:21][c:20]3[cH:19][cH:18][cH:17][n:16][c:25]32)(=[O:27])=[O:28])[cH:38][cH:37][cH:36][cH:35]1)=[O:33]. Reactants: [H-].[Al+3].[H-].[H-] (aluminum hydride), C(C1=CC=CC=C1)OC1=C(C(=O)OC)C=C(C=C1)C(OC)OC (methyl 2-(benzyloxy)-5-(dimethoxymethyl)benzoate), O (water), [OH-].[Na+] (sodium hydroxide), O (water). Solvent: O1CCCC1 (tetrahydrofuran), O1CCCC1 (tetrahydrofuran). Run at time 5 minute. Yields the product C(C1=CC=CC=C1)OC1=C(CO)C=C(C=C1)C(OC)OC (2-(benzyloxy)-5-(dimethoxymethyl)benzyl alcohol). Yield: 98.7%. As a reaction SMILES: [H-].[Al+3].[H-].[H-].[CH2:5]([O:12][C:13]1[CH:22]=[CH:21][C:20]([CH:23]([O:26][CH3:27])[O:24][CH3:25])=[CH:19][C:14]=1[C:15](OC)=[O:16])[C:6]1[CH:11]=[CH:10][CH:9]=[CH:8][CH:7]=1.O.[OH-].[Na+]>O1CCCC1>[CH2:5]([O:12][C:13]1[CH:22]=[CH:21][C:20]([CH:23]([O:24][CH3:25])[O:26][CH3:27])=[CH:19][C:14]=1[CH2:15][OH:16])[C:6]1[CH:11]=[CH:10][CH:9]=[CH:8][CH:7]=1 |f:0.1.2.3,6.7|. Procedure details: 7 g of aluminum hydride was suspended in 200 ml tetrahydrofuran under ice-cooling, and a solution of 39.08 g of methyl 2-(benzyloxy)-5-(dimethoxymethyl)benzoate in 100 ml tetrahydrofuran was added thereto. After stirring for 5 minutes, water, 15% sodium hydroxide and water were added thereto and filtered. The filtrate was evapoarated, to give 35.15 g of 2-(benzyloxy)-5-(dimethoxymethyl)benzyl alcohol. This crude product was dissolved in 250 ml toluene, and 40 g of diphenyl phosphoryl azide and 2... The reactants are COCN(c1cc(Cl)cnc1Br)S(=O)(=O)c1ccc(Cl)c(C(F)(F)F)c1, C1CCOC1, CC(C)[Mg+], [Cl-], O=Cc1cc(-n2cccn2)ccc1Cl. Product: COCN(c1cc(Cl)cnc1C(O)c1cc(-n2cccn2)ccc1Cl)S(=O)(=O)c1ccc(Cl)c(C(F)(F)F)c1. As a reaction SMILES: [Br:1][c:2]1[n:3][cH:4][c:5]([Cl:26])[cH:6][c:7]1[N:8]([S:9](=[O:10])(=[O:11])[c:12]1[cH:13][c:14]([C:19]([F:20])([F:21])[F:22])[c:15]([Cl:18])[cH:16][cH:17]1)[CH2:23][O:24][CH3:25].[CH2:46]1[O:47][CH2:48][CH2:49][CH2:50]1.[CH:28]([Mg+:29])([CH3:30])[CH3:31].[Cl-:27].[Cl:32][c:33]1[c:34]([CH:35]=[O:36])[cH:37][c:38](-[n:41]2[n:42][cH:43][cH:44][cH:45]2)[cH:39][cH:40]1>>[c:2]1([CH:35]([c:34]2[c:33]([Cl:32])[cH:40][cH:39][c:38](-[n:41]3[n:42][cH:43][cH:44][cH:45]3)[cH:37]2)[OH:36])[n:3][cH:4][c:5]([Cl:26])[cH:6][c:7]1[N:8]([S:9](=[O:10])(=[O:11])[c:12]1[cH:13][c:14]([C:19]([F:20])([F:21])[F:22])[c:15]([Cl:18])[cH:16][cH:17]1)[CH2:23][O:24][CH3:25]. Starting materials: FC=1C=C2CCC(C2=CC1)=NO (5-fluoroindanone oxime). The reagents and catalysts are [Zn] (Zinc). Solvent: C(C)(=O)O (acetic acid). Run at time 12 hour. Yields the product FC=1C=C2CCC(C2=CC1)N (5-fluoro-1-aminoindan). Isolated yield 96.3%. Reaction SMILES: [F:1][C:2]1[CH:3]=[C:4]2[C:8](=[CH:9][CH:10]=1)[C:7](=[N:11]O)[CH2:6][CH2:5]2>C(O)(=O)C.[Zn]>[F:1][C:2]1[CH:3]=[C:4]2[C:8](=[CH:9][CH:10]=1)[CH:7]([NH2:11])[CH2:6][CH2:5]2. Procedure details: Zinc powder (20.2 g) was added during three hours to the stirred solution of the above oxime (20.2 g) in acetic acid (200 ml) which maintains the temperature at 25°-35° C. The resulting mixture was stirred an additional 12 hours at room temperature. The solids were removed by filtration and the filtrate concentrated in vacuo. The concentrated filtrate was partitioned between water and toluene and the aqueous phase adjusted to pH 12 with ammonium hydroxide and extracted with toluene. Solvent remo... Reactants: C1(CCC1)N1C(C(=CC2=C1N=C(N=C2C)S(=O)C)C=2C=NC(=CC2)OC)=O (8-cyclobutyl-6-(6-methoxypyridin-3-yl)-4-methyl-2-(methylsulfinyl)pyrido[2,3-d]pyrimidin-7(8H)-one), N1=CN=CC2=C1NC(C=C2)=O (pyrido[2,3-d]pyrimidin-7(8H)-one). Product: C1(CCC1)N1C(C(=CC2=C1N=C(N=C2C)NC)C=2C=NC(=CC2)OC)=O (8-Cyclobutyl-6-(6-methoxypyridin-3-yl)-4-methyl-2-(methylamino)pyrido[2,3-d]pyrimidin-7(8H)-one). Yield: 35.0%. RXN SMILES: [CH:1]1([N:5]2[C:10]3[N:11]=[C:12](S(C)=O)[N:13]=[C:14]([CH3:15])[C:9]=3[CH:8]=[C:7]([C:19]3[CH:20]=[N:21][C:22]([O:25][CH3:26])=[CH:23][CH:24]=3)[C:6]2=[O:27])[CH2:4][CH2:3][CH2:2]1.[N:28]1C2NC(=O)C=CC=2C=N[CH:29]=1>>[CH:1]1([N:5]2[C:10]3[N:11]=[C:12]([NH:28][CH3:29])[N:13]=[C:14]([CH3:15])[C:9]=3[CH:8]=[C:7]([C:19]3[CH:20]=[N:21][C:22]([O:25][CH3:26])=[CH:23][CH:24]=3)[C:6]2=[O:27])[CH2:4][CH2:3][CH2:2]1. Procedure details: Following the procedure described in Example 22, using 8-cyclobutyl-6-(6-methoxypyridin-3-yl)-4-methyl-2-(methylsulfinyl)pyrido[2,3-d]pyrimidin-7(8H)-one in place of 6-(6-methoxypyridin-3-yl)-4-methyl-2-ethylsulfinyl)pyrido[2,3-d]pyrimidin-7(8H)-one, the title compound was obtained in 35% yield.